The task is: describe an organic reaction: reactants, conditions, products, and yield. This data is from the Open Reaction Database (ORD), a public repository of structured organic reaction records. Starting materials: COC(CC=1C=C(C=C(C1)Cl)C1=C(C=C(C=C1)C(F)(F)F)CNCC)=O ((5-Chloro-2′-ethylaminomethyl-4′-trifluoromethyl-biphenyl-3-yl)-acetic acid methyl ester), [Li+].[OH-] (LiOH). Run in O1CCOCC1 (1,4-dioxane). Product: ClC=1C=C(C=C(C1)C1=C(C=C(C=C1)C(F)(F)F)CNCC)CC(=O)O ((5-Chloro-2′-ethylaminomethyl-4′-trifluoromethyl-biphenyl-3-yl)-acetic acid). As a reaction SMILES: C[O:2][C:3](=[O:26])[CH2:4][C:5]1[CH:6]=[C:7]([C:12]2[CH:17]=[CH:16][C:15]([C:18]([F:21])([F:20])[F:19])=[CH:14][C:13]=2[CH2:22][NH:23][CH2:24][CH3:25])[CH:8]=[C:9]([Cl:11])[CH:10]=1.[Li+].[OH-]>O1CCOCC1>[Cl:11][C:9]1[CH:10]=[C:5]([CH2:4][C:3]([OH:26])=[O:2])[CH:6]=[C:7]([C:12]2[CH:17]=[CH:16][C:15]([C:18]([F:21])([F:20])[F:19])=[CH:14][C:13]=2[CH2:22][NH:23][CH2:24][CH3:25])[CH:8]=1 |f:1.2|. Reported procedure: (5-Chloro-2′-ethylaminomethyl-4′-trifluoromethyl-biphenyl-3-yl)-acetic acid methyl ester (0.010 g, 0.03 mmol) in 1,4-dioxane (2 mL) was treated with 1N aqueous LiOH (1 mL) at room temperature for 1 hour. The solution was neutralized to pH 6 and extracted with EtOAc, and the combined organic layers were concentrated and purified by preparative HPLC to give the title compound. RXN SMILES: C([Li])CCC.[F:6][C:7]([F:29])([F:28])[C:8]1[N:13]=[C:12]([O:14][CH:15]2[CH2:20][CH2:19][N:18](C(OC(C)(C)C)=O)[CH2:17][CH2:16]2)[CH:11]=[CH:10][CH:9]=1.[O:30]1[CH2:34][CH2:33]OS1(=O)=O.Cl.O.C(=O)(O)[O-].[Na+]>O1CCCC1.[Cl-].[Na+].O>[NH:18]1[CH2:17][CH2:16][CH:15]([O:14][C:12]2[CH:11]=[C:10]([CH2:33][CH2:34][OH:30])[CH:9]=[C:8]([C:7]([F:6])([F:28])[F:29])[N:13]=2)[CH2:20][CH2:19]1 |f:5.6,8.9.10|. Conditions: time 1.5 hour. Product: N1CCC(CC1)OC1=NC(=CC(=C1)CCO)C(F)(F)F (2-[2-(piperidin-4-yloxy)-6-(trifluoromethyl)pyridin-4-yl]ethanol). Reactants: C([O-])(O)=O.[Na+] (sodium bicarbonate), Cl (Hydrogen chloride), O (water), C(CCC)[Li] (n-Butyllithium), hexanes, FC(C1=CC=CC(=N1)OC1CCN(CC1)C(=O)OC(C)(C)C)(F)F (tert-butyl 4-{[6-(trifluoromethyl)pyridin-2-yl]oxy}piperidine-1-carboxylate), O1S(OCC1)(=O)=O (1,3,2-dioxathiolane 2,2-dioxide). Solvent: [Cl-].[Na+].O (brine), O1CCCC1 (tetrahydrofuran), O1CCCC1 (Tetrahydrofuran). Procedure: 2.5 M n-Butyllithium in hexanes (1.2 mL, 2.9 mmol) was added dropwise to a solution of tert-butyl 4-{[6-(trifluoromethyl)pyridin-2-yl]oxy}piperidine-1-carboxylate (0.50 g, 1.4 mmol, from Step 1) in tetrahydrofuran (8.0 mL) at −78° C. The reaction was stirred at this temperature for 1.5 hours, and 1,3,2-dioxathiolane 2,2-dioxide (0.36 g, 2.9 mmol, Aldrich) in Tetrahydrofuran (2.0 mL) was added. The mixture was allowed to warm to room temperature and stir overnight. 12 N Hydrogen chloride in water... The reactants are ( 11 ), ( 11 ), ( 100 ), Cl.O[C@@H](CNC(CC1=CC=C(C=C1)OC)(C)C)COC1=CC=CC=C1 ((S)-N-(2-Hydroxy-3-phenoxypropyl)-1,1-dimethyl-2-(4-methoxyphenyl)ethylamine Hydrochloride), ( 12 ), Cl.OC(CNC(CC1=CC=C(C=C1)OC)(C)C)COC1=CC=C(C=C1)C(C)(C)C (N-[2-Hydroxy-3-(4-t-butylphenoxy)propyl]-1,1-dimethyl-2-(4-methoxyphenyl)ethylamine Hydrochloride), ( 9 ), Cl.O[C@@H](CNC(CC1=CC=C(C=C1)OC)(C)C)COCCC(CCC)CC ((S)-N-[2-Hydroxy-3-(2-ethyl)hexanoxypropyl]-1,1-dimethyl-2-(4-methoxyphenyl)ethylamine Hydrochloride), Cl.OC(CNC(CC1=CC=C(C=C1)OC)(C)C)COC1=CC=C(C=C1)Cl (N-[2-Hydroxy-3-(4-chlorophenoxy)propyl]-1,1-dimethyl-2-(4-methoxypheny)ethylamine Hydrochloride). Product: Cl.OC(CNC(CC1=CC=C(C=C1)OC)(C)C)COC1=C(C=CC=C1Cl)Cl (N-[2-hydroxy-3-(2,6-dichloro-phenoxy)propyl]-1,1-dimethyl-2-(4-methoxyphenyl)ethylamine Hydrochloride). RXN SMILES: [ClH:1].[OH:2][C@H:3]([CH2:18][O:19][CH2:20][CH2:21][CH:22](CC)[CH2:23][CH2:24][CH3:25])[CH2:4][NH:5][C:6]([CH3:17])([CH3:16])[CH2:7][C:8]1[CH:13]=[CH:12][C:11]([O:14][CH3:15])=[CH:10][CH:9]=1.[ClH:28].OC(COC1C=CC([Cl:53])=CC=1)CNC(C)(C)CC1C=CC(OC)=CC=1.Cl.OC(COC1C=CC(C(C)(C)C)=CC=1)CNC(C)(C)CC1C=CC(OC)=CC=1.Cl.O[C@H](COC1C=CC=CC=1)CNC(C)(C)CC1C=CC(OC)=CC=1>>[ClH:53].[OH:2][CH:3]([CH2:18][O:19][C:20]1[C:21]([Cl:1])=[CH:22][CH:23]=[CH:24][C:25]=1[Cl:28])[CH2:4][NH:5][C:6]([CH3:16])([CH3:17])[CH2:7][C:8]1[CH:9]=[CH:10][C:11]([O:14][CH3:15])=[CH:12][CH:13]=1 |f:0.1,2.3,4.5,6.7,8.9|. Procedure: GC/EI-MS, m/z (rel. int.) 382 (M-15,1), 279 (11), 279 (9), 277 (64), 275 (100), 163 (11), 163 (5), 161 (6), 121 (33), 114 (12). Yields the product Cc1cc(Cn2cnc3c2CC(C(=O)N(C)C)N(C(=O)C(c2ccccc2)c2ccccc2)C3)ccc1NC(=O)c1ccccc1C(=O)O. RXN SMILES: [CH3:51][CH2:52][O:53][C:54](=[O:55])[CH3:56].[NH2:13][c:14]1[c:15]([CH3:50])[cH:16][c:17]([CH2:20][n:21]2[cH:22][n:23][c:24]3[c:29]2[CH2:28][CH:27]([C:30](=[O:31])[N:32]([CH3:33])[CH3:34])[N:26]([C:35]([CH:36]([c:37]2[cH:38][cH:39][cH:40][cH:41][cH:42]2)[c:43]2[cH:44][cH:45][cH:46][cH:47][cH:48]2)=[O:49])[CH2:25]3)[cH:18][cH:19]1.[OH:1][C:2](=[O:3])[c:4]1[cH:5][cH:6][cH:7][cH:8][c:9]1[C:10]([OH:11])=[O:12]>>[C:2](=[O:3])([c:4]1[cH:5][cH:6][cH:7][cH:8][c:9]1[C:10]([OH:11])=[O:12])[NH:13][c:14]1[c:15]([CH3:50])[cH:16][c:17]([CH2:20][n:21]2[cH:22][n:23][c:24]3[c:29]2[CH2:28][CH:27]([C:30](=[O:31])[N:32]([CH3:33])[CH3:34])[N:26]([C:35]([CH:36]([c:37]2[cH:38][cH:39][cH:40][cH:41][cH:42]2)[c:43]2[cH:44][cH:45][cH:46][cH:47][cH:48]2)=[O:49])[CH2:25]3)[cH:18][cH:19]1. Starting materials: CCOC(C)=O, Cc1cc(Cn2cnc3c2CC(C(=O)N(C)C)N(C(=O)C(c2ccccc2)c2ccccc2)C3)ccc1N, O=C(O)c1ccccc1C(=O)O. Reactants: N (NH3), C(C)OC(=O)C1=NC=C(C=C1C)Br (5-Bromo-3-methyl-pyridine-2-carboxylic acid ethyl ester), COCCO (2-methoxy-ethanol), [H-].[Na+] (NaH). The reagents and catalysts are [Cu]I (CuI). The solvent is CCO (EtOH), CN(C)C=O (DMF). Conditions: temperature 110 celsius. Yields the product COCCOC=1C=C(C(=NC1)C(=O)N)C (5-(2-Methoxy-ethoxy)-3-methyl-pyridine-2-carboxylic acid amide). As a reaction SMILES: C(O[C:4]([C:6]1[C:11]([CH3:12])=[CH:10][C:9](Br)=[CH:8][N:7]=1)=[O:5])C.[CH3:14][O:15][CH2:16][CH2:17][OH:18].[H-].[Na+].[NH3:21]>CN(C=O)C.CCO.[Cu]I>[CH3:14][O:15][CH2:16][CH2:17][O:18][C:9]1[CH:10]=[C:11]([CH3:12])[C:6]([C:4]([NH2:21])=[O:5])=[N:7][CH:8]=1 |f:2.3|. Procedure: 5-Bromo-3-methyl-pyridine-2-carboxylic acid ethyl ester (3.3 g, 13.52 mmol) and CuI (0.515 g, 2.70 mmol) were dissolved in 2-methoxy-ethanol (10.29 g, 135 mmol) and DMF (2.5 ml). NaH (60%, 0.541 g, 13.52 mmol) was carefully added and the reaction mixture was warmed to 110° C. for 8 h. The reaction mixture was allowed to cool to rt and NH3 in EtOH (10%, 30 ml) was added. The reaction mixture was placed in an autoclave and heated to 100° C. for 20 h. The reaction mixture was cooled to rt, concentr... Reactants: O1C2=C(C=CC=3C[C@@H]4[C@@]5(CC[C@@H]([C@H]1[C@@]5(C23)CCN4C)N(C(=N)NC(=O)OC(C)(C)C)C(=O)OC(C)(C)C)OC)O (4,5α-epoxy-6α-[N,N′-bis-(tert.-butoxycarbonyl)guanidinyl]-14β-methoxy-17-methylmorphinan-3-ol), Cl (HCl). The reagents and catalysts are O (H2O). The solvent is CCOCC (Et2O). The product is Cl.Cl.O1C2=C(C=CC=3C[C@@H]4[C@@]5(CC[C@@H]([C@H]1[C@@]5(C23)CCN4C)NC(=N)N)OC)O (4,5α-epoxy-6α-guanidinyl-14β-methoxy-17-methylmorphinan-3-ol dihydrochloride). Reaction SMILES: [O:1]1[C@@H:13]2[C@@:14]34[CH2:16][CH2:17][N:18]([CH3:19])[C@@H:8]([C@:9]3([O:38][CH3:39])[CH2:10][CH2:11][C@@H:12]2[N:20](C(OC(C)(C)C)=O)[C:21]([NH:23]C(OC(C)(C)C)=O)=[NH:22])[CH2:7][C:6]2=[C:15]4[C:2]1=[C:3]([OH:40])[CH:4]=[CH:5]2.[ClH:41]>CCOCC.O>[ClH:41].[ClH:41].[O:1]1[C@@H:13]2[C@@:14]34[CH2:16][CH2:17][N:18]([CH3:19])[C@@H:8]([C@:9]3([O:38][CH3:39])[CH2:10][CH2:11][C@@H:12]2[NH:20][C:21]([NH2:23])=[NH:22])[CH2:7][C:6]2=[C:15]4[C:2]1=[C:3]([OH:40])[CH:4]=[CH:5]2 |f:4.5.6|. Reported procedure: A solution of Compound 18 (50 mg, 0.089 mmol) in Et2O (3 ml) was mixed through to a clear acidic reaction with ethereal HCl and with 4 drops of H2O. The mixture was subjected to ultrasound for 1.5 h at room temperature and then evaporated. The residue (40 mg of white foam resin) was dissolved in H2O and freeze dried. Yield: 35 mg (92%) 19.2 HCl as white lyophilisate: 1H-NMR (CDCl3): δ 9.29 (s, br, NH+); 9.20 (s, OH—C(3)); 7.57 (d, J=8.8, C(6)-NH—); 7.46 (s, br, C(6)-NH—C(NH2)2+), 6.76 (d, J=8.1,... The reactants are FC1=CC=C(C2=CC(=CC=C12)F)C(CC(C(C)C)=O)=O (1-(4,7-difluoronaphth-1-yl)-4-methylpentane-1,3-dione), C(O)(O)=O.NC(=N)N (guanidine carbonate). Reaction conditions: temperature 150 celsius. The product is NC1=NC(=CC(=N1)C1=CC=C(C2=CC=C(C=C12)F)F)C(C)C (2-amino-4-(4,7-difluoronaphth-1-yl)-6-isopropylpyrimidine). The yield is 34.7%. Reaction SMILES: [F:1][C:2]1[C:11]2[C:6](=[CH:7][C:8]([F:12])=[CH:9][CH:10]=2)[C:5]([C:13](=O)[CH2:14][C:15](=O)[CH:16]([CH3:18])[CH3:17])=[CH:4][CH:3]=1.C(=O)(O)O.[NH2:25][C:26]([NH2:28])=[NH:27]>>[NH2:28][C:26]1[N:27]=[C:13]([C:5]2[C:6]3[C:11](=[CH:10][CH:9]=[C:8]([F:12])[CH:7]=3)[C:2]([F:1])=[CH:3][CH:4]=2)[CH:14]=[C:15]([CH:16]([CH3:18])[CH3:17])[N:25]=1 |f:1.2|. Procedure details: 1-(4,7-difluoronaphth-1-yl)-4-methylpentane-1,3-dione (0.114 g, 0.5 mmol) was combined with guanidine carbonate (0.180 g, 0.5 mmol) and heated to 150° C. for 6 hours. The reaction was cooled to room temperature and directly purified by column chromatography to give 2-amino-4-(4,7-difluoronaphth-1-yl)-6-isopropylpyrimidine (0.052 g, 34%), m.p. 103°-105° C. The reactants are C(C)(C)N(CC)C(C)C (diisopropylethylamine), BrC=1N(C2=NC=NC(=C2N1)Cl)C (8-bromo-6-chloro-9-methyl-9H-purine), Cl.C(#N)C1(CCNCC1)C1=CC=CC=C1 (4-cyano-4-phenylpiperidine hydrochloride). The solvent is CN(C)C=O (DMF), CN(C)C=O (DMF). Conditions: temperature 70 celsius, time 30 minute. Product: BrC=1N(C2=NC=NC(=C2N1)N1CCC(CC1)(C#N)C1=CC=CC=C1)C (1-(8-Bromo-9-methyl-9H-purin-6-yl)-4-phenylpiperidine-4-carbonitrile). RXN SMILES: [Br:1][C:2]1[N:3]([CH3:12])[C:4]2[C:9]([N:10]=1)=[C:8](Cl)[N:7]=[CH:6][N:5]=2.C(N(C(C)C)CC)(C)C.Cl.[C:23]([C:25]1([C:31]2[CH:36]=[CH:35][CH:34]=[CH:33][CH:32]=2)[CH2:30][CH2:29][NH:28][CH2:27][CH2:26]1)#[N:24]>CN(C=O)C>[Br:1][C:2]1[N:3]([CH3:12])[C:4]2[C:9]([N:10]=1)=[C:8]([N:28]1[CH2:27][CH2:26][C:25]([C:31]3[CH:36]=[CH:35][CH:34]=[CH:33][CH:32]=3)([C:23]#[N:24])[CH2:30][CH2:29]1)[N:7]=[CH:6][N:5]=2 |f:2.3|. Procedure: 8-bromo-6-chloro-9-methyl-9H-purine (200 mg, 0.80 mmol) was dissolved in DMF (4 mL). To this solution was added diisopropylethylamine (0.21 mL, 1.21 mmol). To this stirred mixture was added 4-cyano-4-phenylpiperidine hydrochloride (165 mg, 0.88 mmol) dissolved in a small amount of DMF. The resulting mixture was heated to 70° C. and stirred for 30 minutes. The solvent was removed in vacuo and the crude material was used without purification.